This data is from the Open Reaction Database (ORD), a public repository of structured organic reaction records. The task is: describe an organic reaction: reactants, conditions, products, and yield The reactants are CC(C)=CCCC(C)CC=CC(C)=CCBr, N, c1ccccc1. Yields the product CC(C)=CCCC(C)CC=CC(C)=CCN. RXN SMILES: [Br:1][CH2:2][CH:3]=[C:4]([CH:5]=[CH:6][CH2:7][CH:8]([CH2:9][CH2:10][CH:11]=[C:12]([CH3:13])[CH3:14])[CH3:15])[CH3:16].[NH3:17].[cH:18]1[cH:19][cH:20][cH:21][cH:22][cH:23]1>>[CH2:2]([CH:3]=[C:4]([CH:5]=[CH:6][CH2:7][CH:8]([CH2:9][CH2:10][CH:11]=[C:12]([CH3:13])[CH3:14])[CH3:15])[CH3:16])[NH2:17]. Starting materials: COC(=O)c1cc(Cl)ccc1NC(=O)COCC(=O)O, Cl, NCc1cccc(-c2ccoc2)c1. The product is COC(=O)c1cc(Cl)ccc1NC(=O)COCC(=O)NCc1cccc(-c2ccoc2)c1. RXN SMILES: [Cl:15][c:16]1[cH:17][c:18]([C:31](=[O:32])[O:33][CH3:34])[c:19]([NH:22][C:23]([CH2:24][O:25][CH2:26][C:27](=[O:28])[OH:29])=[O:30])[cH:20][cH:21]1.[ClH:1].[o:2]1[cH:3][c:4](-[c:7]2[cH:8][c:9]([CH2:10][NH2:11])[cH:12][cH:13][cH:14]2)[cH:5][cH:6]1>>[o:2]1[cH:3][c:4](-[c:7]2[cH:8][c:9]([CH2:10][NH:11][C:27]([CH2:26][O:25][CH2:24][C:23]([NH:22][c:19]3[c:18]([C:31](=[O:32])[O:33][CH3:34])[cH:17][c:16]([Cl:15])[cH:21][cH:20]3)=[O:30])=[O:28])[cH:12][cH:13][cH:14]2)[cH:5][cH:6]1. Starting materials: ClCCl, O=C(O)C(F)(F)F, CN(CCCOC(c1ccccc1)(c1ccccc1)c1ccccc1)C(=O)c1cc2ccccc2c(-c2ccccc2I)n1. Yields the product CN(CCCO)C(=O)c1cc2ccccc2c(-c2ccccc2I)n1. Reaction SMILES: [Cl:52][CH2:53][Cl:54].[F:45][C:46]([F:47])([F:48])[C:49]([OH:50])=[O:51].[I:1][c:2]1[c:3](-[c:8]2[n:9][c:10]([C:18](=[O:19])[N:20]([CH2:21][CH2:22][CH2:23][O:24][C:25]([c:26]3[cH:27][cH:28][cH:29][cH:30][cH:31]3)([c:32]3[cH:33][cH:34][cH:35][cH:36][cH:37]3)[c:38]3[cH:39][cH:40][cH:41][cH:42][cH:43]3)[CH3:44])[cH:11][c:12]3[cH:13][cH:14][cH:15][cH:16][c:17]23)[cH:4][cH:5][cH:6][cH:7]1>>[I:1][c:2]1[c:3](-[c:8]2[n:9][c:10]([C:18](=[O:19])[N:20]([CH2:21][CH2:22][CH2:23][OH:24])[CH3:44])[cH:11][c:12]3[cH:13][cH:14][cH:15][cH:16][c:17]23)[cH:4][cH:5][cH:6][cH:7]1.